Dataset: the Open Reaction Database (ORD), a public repository of structured organic reaction records. Task: describe an organic reaction: reactants, conditions, products, and yield Starting materials: B(OC(C)C)(OC(C)C)OC(C)C (triisopropyl borate), CCCCCC (hexane), C(CCC)[Li] (n-butyllithium), Cl (hydrochloric acid), BrC1=CC=C(C=C1)C1=CC=C(C=C1)C1=CC2=CC=CC=C2C=C1 (2-(4′-bromobiphenyl-4-yl)naphthalene). The solvent is O (water), C1(=CC=CC=C1)C (toluene), C1CCOC1 (THF). Conditions: temperature -60 celsius. Product: C1=C(C=CC2=CC=CC=C12)C1=CC=C(C=C1)C1=CC=C(C=C1)B(O)O (4′-(naphthalene-2-yl)biphenyl-4-yl boronic acid). Isolated yield 68.8%. Reaction SMILES: Br[C:2]1[CH:7]=[CH:6][C:5]([C:8]2[CH:13]=[CH:12][C:11]([C:14]3[CH:23]=[CH:22][C:21]4[C:16](=[CH:17][CH:18]=[CH:19][CH:20]=4)[CH:15]=3)=[CH:10][CH:9]=2)=[CH:4][CH:3]=1.CCCCCC.C([Li])CCC.[B:35](OC(C)C)([O:40]C(C)C)[O:36]C(C)C.Cl>O.C1(C)C=CC=CC=1.C1COCC1>[CH:15]1[C:16]2[C:21](=[CH:20][CH:19]=[CH:18][CH:17]=2)[CH:22]=[CH:23][C:14]=1[C:11]1[CH:10]=[CH:9][C:8]([C:5]2[CH:6]=[CH:7][C:2]([B:35]([OH:40])[OH:36])=[CH:3][CH:4]=2)=[CH:13][CH:12]=1. Reported procedure: Under an argon gas atmosphere, a mixture of 15.3 g (42.6 mmol) of 2-(4′-bromobiphenyl-4-yl)naphthalene and 200 mL of dehydrated THF was cooled down to −60 degrees C., and added with 32.8 mL (51.1 mmol) of hexane solution of 1.56M n-butyllithium in drops while being stirred. Then, the reaction mixture was stirred for one hour at −60 degree C. The reaction mixture was further cooled down to −60 degrees C., and added with 24.0 g (1.06 mol) of triisopropyl borate in drops. Then, the mixture was warm...